Dataset: the Open Reaction Database (ORD), a public repository of structured organic reaction records. Task: describe an organic reaction: reactants, conditions, products, and yield The reactants are C(=O)OC(CCCCCCCC\C=C/C\C=C/CCCCC)CCCCCCCC\C=C/C\C=C/CCCCC (Dilinoleylmethyl Formate), C(CC(CCO)O)O (1,3,5-Pentanetriol), C1(=CC=C(C=C1)S(=O)(=O)[O-])C.[NH+]1=CC=CC=C1 (pyridinium p-toluenesulfonate). Run in C1(=CC=CC=C1)C (toluene). Product: C(CCCCCCC\C=C/C\C=C/CCCCC)C1(OCCC(O1)CCO)CCCCCCCC\C=C/C\C=C/CCCCC (2,2-Dilinoleyl-4-(2-hydroxyethyl)-[1,3]-dioxane). The yield is 116.6%. RXN SMILES: [CH:1]([O:3][CH:4]([CH2:23][CH2:24][CH2:25][CH2:26][CH2:27][CH2:28][CH2:29][CH2:30]/[CH:31]=[CH:32]\[CH2:33]/[CH:34]=[CH:35]\[CH2:36][CH2:37][CH2:38][CH2:39][CH3:40])[CH2:5][CH2:6][CH2:7][CH2:8][CH2:9][CH2:10][CH2:11][CH2:12]/[CH:13]=[CH:14]\[CH2:15]/[CH:16]=[CH:17]\[CH2:18][CH2:19][CH2:20][CH2:21][CH3:22])=O.[CH2:41]([OH:48])[CH2:42][CH:43]([OH:47])[CH2:44]CO.C1(C)C=CC(S([O-])(=O)=O)=CC=1.[NH+]1C=CC=CC=1>C1(C)C=CC=CC=1>[CH2:5]([C:4]1([CH2:23][CH2:24][CH2:25][CH2:26][CH2:27][CH2:28][CH2:29][CH2:30]/[CH:31]=[CH:32]\[CH2:33]/[CH:34]=[CH:35]\[CH2:36][CH2:37][CH2:38][CH2:39][CH3:40])[O:47][CH:43]([CH2:42][CH2:41][OH:48])[CH2:44][CH2:1][O:3]1)[CH2:6][CH2:7][CH2:8][CH2:9][CH2:10][CH2:11][CH2:12]/[CH:13]=[CH:14]\[CH2:15]/[CH:16]=[CH:17]\[CH2:18][CH2:19][CH2:20][CH2:21][CH3:22] |f:2.3|. Procedure: A mixture of dilinoleyl ketone (III, 0.80 g, 1.5 mmol), 1,3,5-pentanetriol (II, 0.54 g, 4.5 mmol) and pyridinium p-toluenesulfonate (60 mg, 0.24 mmol) in 150 mL of toluene was refluxed under nitrogen overnight with a Dean-Stark tube to remove water. The resulting mixture was cooled to room temperature. The organic phase was washed with water (2×75 mL), brine (75 mL), and dried over anhydrous Na2SO4. Evaporation of the solvent resulted in pale oil (1.1 g). The crude product was purified by column...